Dataset: the Open Reaction Database (ORD), a public repository of structured organic reaction records. Task: describe an organic reaction: reactants, conditions, products, and yield Starting materials: O=C1CCC(=O)N1Br, ClC(Cl)(Cl)Cl, Cc1cc(Oc2cccc(F)c2)ccc1F, CC(C)(C#N)N=NC(C)(C)C#N. The product is Fc1cccc(Oc2ccc(F)c(CBr)c2)c1. As a reaction SMILES: [Br:17][N:18]1[C:19](=[O:20])[CH2:21][CH2:22][C:23]1=[O:24].[C:37]([Cl:38])([Cl:39])([Cl:40])[Cl:41].[F:1][c:2]1[cH:3][c:4]([O:5][c:6]2[cH:7][c:8]([CH3:13])[c:9]([F:12])[cH:10][cH:11]2)[cH:14][cH:15][cH:16]1.[N:25]([C:26]([CH3:27])([CH3:28])[C:29]#[N:30])=[N:31][C:32]([CH3:33])([CH3:34])[C:35]#[N:36]>>[F:1][c:2]1[cH:3][c:4]([O:5][c:6]2[cH:7][c:8]([CH2:13][Br:17])[c:9]([F:12])[cH:10][cH:11]2)[cH:14][cH:15][cH:16]1. Starting materials: C(C)NCC (Diethylamine), NC1=CC(=C(C(=C1)C)S(=O)(=O)C[N+](=O)[O-])C ((4-Amino-2,6-dimethylphenylsulfonyl)nitromethane), C(C(=O)Cl)(=O)Cl (oxalyl chloride), C([O-])([O-])=O.[Ca+2] (calcium carbonate). The solvent is C(OC)COC (dimethoxyethane). Reaction conditions: time 30 minute. The product is C(C)N(C(=O)C(=O)NC1=CC(=C(C(=C1)C)S(=O)(=O)C[N+](=O)[O-])C)CC (N,N-diethyl-N'-(3,5-dimethyl-4-[nitromethylsulfonyl]phenyl)oxamide). Reaction SMILES: [NH2:1][C:2]1[CH:7]=[C:6]([CH3:8])[C:5]([S:9]([CH2:12][N+:13]([O-:15])=[O:14])(=[O:11])=[O:10])=[C:4]([CH3:16])[CH:3]=1.[C:17](Cl)(=[O:21])[C:18](Cl)=[O:19].C(=O)([O-])[O-].[Ca+2].[CH2:28]([NH:30][CH2:31][CH3:32])[CH3:29]>C(COC)OC>[CH2:28]([N:30]([CH2:31][CH3:32])[C:18]([C:17]([NH:1][C:2]1[CH:3]=[C:4]([CH3:16])[C:5]([S:9]([CH2:12][N+:13]([O-:15])=[O:14])(=[O:11])=[O:10])=[C:6]([CH3:8])[CH:7]=1)=[O:21])=[O:19])[CH3:29] |f:2.3|. Reported procedure: (4-Amino-2,6-dimethylphenylsulfonyl)nitromethane (1.0 g) was added in portions during 10 minutes to a stirred solution of oxalyl chloride (2.0 g) in dimethoxyethane (50 mL) containing calcium carbonate (1.63 g), maintained at about 0°-5° C. The mixture was then further stirred at the same temperature for 30 minutes. Diethylamine (3.4 g) was then added dropwise during 5 minutes. When the addition was complete, the reaction mixture was allowed to attain ambient temperature and the solvent was remo... Reactants: [BH3-]C#N, O=C([O-])O, CC(=O)[O-], COC(=O)C1CCCCCC1N, CO, CCOC(C)=O, Cl, O=Cc1ccc(F)cc1, [Na+], [Na+], [Na+]. Product: COC(=O)C1CCCCCC1NCc1ccc(F)cc1. As a reaction SMILES: [C:28]([BH3-:29])#[N:30].[C:32](=[O:33])([OH:34])[O-:35].[CH3:15][C:16](=[O:17])[O-:18].[CH3:2][O:3][C:4](=[O:5])[CH:6]1[CH:7]([NH2:13])[CH2:8][CH2:9][CH2:10][CH2:11][CH2:12]1.[CH3:37][OH:38].[CH3:39][CH2:40][O:41][C:42](=[O:43])[CH3:44].[ClH:1].[F:19][c:20]1[cH:21][cH:22][c:23]([CH:24]=[O:25])[cH:26][cH:27]1.[Na+:14].[Na+:31].[Na+:36]>>[CH3:2][O:3][C:4](=[O:5])[CH:6]1[CH:7]([NH:13][CH2:24][c:23]2[cH:22][cH:21][c:20]([F:19])[cH:27][cH:26]2)[CH2:8][CH2:9][CH2:10][CH2:11][CH2:12]1. Starting materials: ClC1=C(C(=CC=C1)F)NC1=CC=C(C=C1)C (N-(2′-chloro-6′-fluorophenyl)-4-methylaniline), ClCC(=O)Cl (chloroacetylchloride), CCCCC (Pentane). Solvent: C(C)(=O)OCC (ethyl acetate). Run at temperature -15 celsius. Product: ClC1=C(C(=CC=C1)F)N(C1=CC=C(C=C1)C)C(CCl)=O (N-(2′-chloro-6′-fluorophenyl)-N-chloroacetyl-4-methylaniline). As a reaction SMILES: [Cl:1][C:2]1[CH:7]=[CH:6][CH:5]=[C:4]([F:8])[C:3]=1[NH:9][C:10]1[CH:15]=[CH:14][C:13]([CH3:16])=[CH:12][CH:11]=1.[Cl:17][CH2:18][C:19](Cl)=[O:20].CCCCC>C(OCC)(=O)C>[Cl:1][C:2]1[CH:7]=[CH:6][CH:5]=[C:4]([F:8])[C:3]=1[N:9]([C:19](=[O:20])[CH2:18][Cl:17])[C:10]1[CH:11]=[CH:12][C:13]([CH3:16])=[CH:14][CH:15]=1. Procedure details: A mixture of 25 g (0.11 mol) N-(2′-chloro-6′-fluorophenyl)-4-methylaniline and 40 ml (0.5 mol) of chloroacetylchloride is heated under a nitrogen atmosphere for 15 minutes at 60°. The solvent is evaporated under reduced pressure to give an oil which is dissolved in 25 ml of ethyl acetate. Pentane (250 ml) is added dropwise over 15 minutes to precipitate the product. The mixture is cooled to −15° C. and the solid is filtered and washed with pentane to give N-(2′-chloro-6′-fluorophenyl)-N-chloroac... Starting materials: C(C1=CC=CC=C1)N1N=C2C=C(C=CC2=C1)B1OC(C(O1)(C)C)(C)C (2-benzyl-6-(4,4,5,5-tetramethyl-{1,3,2]dioxaborolan-2-yl)-2H-indazole), BrC=1C=C(C=CC1)C1CCN(CC1)C(=O)O (4-(3-bromo-phenyl)-piperidine-1-carboxylic acid), butyl ester. Yields the product C(C)(C)(C)OC(=O)N1CCC(CC1)C1=CC(=CC=C1)B1OC(C(O1)(C)C)(C)C (4-[3-(4,4,5,5-Tetramethyl-[1,3,2]dioxaborolan-2-yl)-phenyl]-piperidine-1-carboxylic acid tert-butyl ester). As a reaction SMILES: C(N1C=[C:15]2[C:10]([CH:11]=[C:12]([B:17]3[O:21][C:20]([CH3:23])([CH3:22])[C:19]([CH3:25])([CH3:24])[O:18]3)[CH:13]=[CH:14]2)=N1)C1C=CC=CC=1.BrC1C=C([CH:33]2[CH2:38][CH2:37][N:36]([C:39]([OH:41])=[O:40])[CH2:35][CH2:34]2)C=CC=1>>[C:19]([O:41][C:39]([N:36]1[CH2:35][CH2:34][CH:33]([C:10]2[CH:15]=[CH:14][CH:13]=[C:12]([B:17]3[O:18][C:19]([CH3:24])([CH3:25])[C:20]([CH3:22])([CH3:23])[O:21]3)[CH:11]=2)[CH2:38][CH2:37]1)=[O:40])([CH3:25])([CH3:24])[CH3:20]. Procedure: Using the procedure described for the preparation of Intermediate C, 4-(3-bromo-phenyl)-piperidine-1-carboxylic acid Pert-butyl ester was converted to the title compound. 1H NMR (CD3OD) δ 7.63 (bs, 1H), 7.60 (m, 1H), 7.32 (m, 1H), 7.31 (m, 1H), 4.23 (m, 2H), 2.83-2.62 (m, 3H), 1.80 (m, 2H), 1.62 (ddd, 2H), 1.47 (s, 6H), 1.33 (s, 3H), 1.24 (s, 9H). Yields the product FC(C1=NC(=NC(=C1)C1=CC=C(C=C1)C(F)(F)F)N1C=NC(=C1)C1=CC=C(C=C1)S(=O)(=O)N)(F)F (4-{1-[4-Trifluoromethyl-6-(4-trifluoromethyl-phenyl)-pyrimidin-2-yl]-1H-imidazol-4-yl}-benzenesulfonamide). Procedure details: To a cooled and stirred solution of N-tert-butyl-4-{1-[4-trifluoromethyl-6-(4-trifluoromethyl-phenyl)-pyrimidin-2-yl]-1H-imidazol-4-yl}-benzenesulfonamide (0.043 g) in dichloromethane (1.5 mL) was added TFA (1.5 mL) and the reaction mixture was allowed to stir at room temperature for 15 h. The mixture was evaporated to dryness and saturated NaHCO3 solution (2 mL), diethyl ether and heptane were added. The mixture was stirred at room temperature for 1 h, the precipitate was collected by filtratio... Conditions: time 15 hour. As a reaction SMILES: C([NH:5][S:6]([C:9]1[CH:14]=[CH:13][C:12]([C:15]2[N:16]=[CH:17][N:18]([C:20]3[N:25]=[C:24]([C:26]([F:29])([F:28])[F:27])[CH:23]=[C:22]([C:30]4[CH:35]=[CH:34][C:33]([C:36]([F:39])([F:38])[F:37])=[CH:32][CH:31]=4)[N:21]=3)[CH:19]=2)=[CH:11][CH:10]=1)(=[O:8])=[O:7])(C)(C)C.C(O)(C(F)(F)F)=O>ClCCl>[F:29][C:26]([F:27])([F:28])[C:24]1[CH:23]=[C:22]([C:30]2[CH:35]=[CH:34][C:33]([C:36]([F:39])([F:38])[F:37])=[CH:32][CH:31]=2)[N:21]=[C:20]([N:18]2[CH:19]=[C:15]([C:12]3[CH:13]=[CH:14][C:9]([S:6]([NH2:5])(=[O:8])=[O:7])=[CH:10][CH:11]=3)[N:16]=[CH:17]2)[N:25]=1. The yield is 74.8%. Run in ClCCl (dichloromethane). Starting materials: C(C)(C)(C)NS(=O)(=O)C1=CC=C(C=C1)C=1N=CN(C1)C1=NC(=CC(=N1)C(F)(F)F)C1=CC=C(C=C1)C(F)(F)F (N-tert-butyl-4-{1-[4-trifluoromethyl-6-(4-trifluoromethyl-phenyl)-pyrimidin-2-yl]-1H-imidazol-4-yl}-benzenesulfonamide), C(=O)(C(F)(F)F)O (TFA).